Dataset: the Open Reaction Database (ORD), a public repository of structured organic reaction records. Task: describe an organic reaction: reactants, conditions, products, and yield The reactants are ClC=1C=C2C(C(N(C2=CC1)S(=O)(=O)C1=C(C=C(C=C1)[N+](=O)[O-])OC)=O)(NC)CC1CCCCC1 (5-Chloro-3-(cyclohexylmethyl)-1,3-dihydro-1-(2-methoxy-4-nitrobenzenesulfonyl)-3-(methylamino)indol-2-one), CO (MeOH). The reagents and catalysts are [Ni] (Raney® nickel). Run in C1CCOC1 (THF). Run at time 40 minute. Product: NC1=CC(=C(C=C1)S(=O)(=O)N1C(C(C2=CC(=CC=C12)Cl)(NC)CC1CCCCC1)=O)OC (1-(4-Amino-2-methoxybenzenesulfonyl)-5-chloro-3-(cyclohexylmethyl)-1,3-dihydro-3-(methylamino)indol-2-one). Isolated yield 53.1%. Reaction SMILES: [Cl:1][C:2]1[CH:3]=[C:4]2[C:8](=[CH:9][CH:10]=1)[N:7]([S:11]([C:14]1[CH:19]=[CH:18][C:17]([N+:20]([O-])=O)=[CH:16][C:15]=1[O:23][CH3:24])(=[O:13])=[O:12])[C:6](=[O:25])[C:5]2([CH2:28][CH:29]1[CH2:34][CH2:33][CH2:32][CH2:31][CH2:30]1)[NH:26][CH3:27].CO>[Ni].C1COCC1>[NH2:20][C:17]1[CH:18]=[CH:19][C:14]([S:11]([N:7]2[C:8]3[C:4](=[CH:3][C:2]([Cl:1])=[CH:10][CH:9]=3)[C:5]([CH2:28][CH:29]3[CH2:34][CH2:33][CH2:32][CH2:31][CH2:30]3)([NH:26][CH3:27])[C:6]2=[O:25])(=[O:12])=[O:13])=[C:15]([O:23][CH3:24])[CH:16]=1. Reported procedure: A mixture of 1.2 g of the compound obtained in EXAMPLE 102, 3 g of Raney® nickel, 30 ml of MeOH and 40 ml of THF is hydrogenated at atmospheric pressure and at RT. After 40 minutes, the catalyst is filtered off on C elite® and the filtrate is evaporated under vacuum. The residue is chromatographed on silica using DCM and then a DCM/AcOEt mixture (75/25; v/v) as the eluent to give 0.6 g of the expected product, which is used as such in the next step. The reactants are C1(CCC1)N1C=C(C2=CC=C(C=C12)OC(F)F)C#N (1-cyclobutyl-6-difluoromethoxy-1H-indole-3-carbonitrile), C(CCC)[Sn](CCCC)(CCCC)I (tributyltin iodide), [Li+].CC(C)[N-]C(C)C (LDA). Solvent: C1CCOC1 (THF). Run at temperature -78 celsius, time 1 hour. Yields the product C1(CCC1)N1C(=C(C2=CC=C(C=C12)OC(F)F)C#N)[Sn](CCCC)(CCCC)CCCC (1-cyclobutyl-6-difluoromethoxy-2-tributylstannanyl-1H-indole-3-carbonitrile), oil. Isolated yield 70.0%. As a reaction SMILES: [CH:1]1([N:5]2[C:13]3[C:8](=[CH:9][CH:10]=[C:11]([O:14][CH:15]([F:17])[F:16])[CH:12]=3)[C:7]([C:18]#[N:19])=[CH:6]2)[CH2:4][CH2:3][CH2:2]1.[CH2:20]([Sn:24](I)([CH2:29][CH2:30][CH2:31][CH3:32])[CH2:25][CH2:26][CH2:27][CH3:28])[CH2:21][CH2:22][CH3:23].[Li+].CC([N-]C(C)C)C>C1COCC1>[CH:1]1([N:5]2[C:13]3[C:8](=[CH:9][CH:10]=[C:11]([O:14][CH:15]([F:16])[F:17])[CH:12]=3)[C:7]([C:18]#[N:19])=[C:6]2[Sn:24]([CH2:25][CH2:26][CH2:27][CH3:28])([CH2:29][CH2:30][CH2:31][CH3:32])[CH2:20][CH2:21][CH2:22][CH3:23])[CH2:2][CH2:3][CH2:4]1 |f:2.3|. Reported procedure: To 1-cyclobutyl-6-difluoromethoxy-1H-indole-3-carbonitrile (830 mg, 3.17 mmol) in THF (10 mL) was added tributyltin iodide (1.13 mL, 4.04 mmol) and the solution cooled to −78° C. A solution of LDA (1.5M in cyclohexane, 3.4 mL, 5.1 mmol) was added dropwise. After complete addition the bath was removed and the mixture stirred at room temperature for 1 hour. THF was then removed under vacuum and the residue filtered through silica gel using CH2Cl2 as an eluant and the mixture concentrated. The resi... The reactants are O=C(C=NO)Nc1ccc(F)c(F)c1, O=S(=O)(O)O. Yields the product O=C1Nc2cc(F)c(F)cc2C1=O. RXN SMILES: [F:1][c:2]1[cH:3][c:4]([NH:9][C:10]([CH:11]=[N:12][OH:13])=[O:14])[cH:5][cH:6][c:7]1[F:8].[S:15]([OH:16])(=[O:17])(=[O:18])[OH:19]>>[F:1][c:2]1[cH:3][c:4]2[c:5]([cH:6][c:7]1[F:8])[C:11](=[O:16])[C:10](=[O:14])[NH:9]2. Starting materials: C(C)N(C(CC)Cl)CC (1-diethylamino-propylchloride), [NH2-].[Na+] (sodium amide), OC1=CC=C(C=C1C)C(CC(=O)C1=CC=CC=C1)(C1=CC=CC=C1)C (4-hydroxy-3,5-dimethyl-β,β-diphenylpropiophenone). Solvent: C1(=CC=CC=C1)C (toluene), C1(=CC=CC=C1)C (toluene), C1(=CC=CC=C1)C (toluene). Reaction conditions: time 2 day. Yields the product Cl.C(C)N(CC)CCCOC1=CC=C(C=C1C)C(CC(=O)C1=CC=CC=C1)(C1=CC=CC=C1)C (4-[3-(N,N-diethylamino)-propoxy]-3,5-dimethyl-β,β-diphenylpropiophenone hydrochloride). RXN SMILES: [OH:1][C:2]1[C:7]([CH3:8])=[CH:6][C:5]([C:9]([CH3:25])([C:19]2[CH:24]=[CH:23][CH:22]=[CH:21][CH:20]=2)[CH2:10][C:11]([C:13]2[CH:18]=[CH:17][CH:16]=[CH:15][CH:14]=2)=[O:12])=[CH:4][CH:3]=1.[CH2:26]([N:28]([CH2:33][CH3:34])[CH:29]([Cl:32])[CH2:30][CH3:31])[CH3:27].[NH2-].[Na+]>C1(C)C=CC=CC=1>[ClH:32].[CH2:26]([N:28]([CH2:29][CH2:30][CH2:31][O:1][C:2]1[C:7]([CH3:8])=[CH:6][C:5]([C:9]([CH3:25])([C:19]2[CH:20]=[CH:21][CH:22]=[CH:23][CH:24]=2)[CH2:10][C:11]([C:13]2[CH:14]=[CH:15][CH:16]=[CH:17][CH:18]=2)=[O:12])=[CH:4][CH:3]=1)[CH2:33][CH3:34])[CH3:27] |f:2.3,5.6|. Procedure details: Fifty-three grams of 4-hydroxy-3,5-dimethyl-β,β-diphenylpropiophenone (prepared as in Example 5) are dissolved in 300 mls of dry toluene. Thirty-eight and four-tenths grams (100% excess) of 1-diethylamino-propylchloride, dissolved in 100 mls of toluene, are added to this solution dropwise. At that time, 13.8 grams sodium amide, 50% in toluene suspension, are added dropwise with stirring. This mixture is boiled for two days under reflux. The precipitate is filtered and the toluene is evaporated i... Reactants: COC1=CC2=C(SC(=C2OC(C)C)C(=O)O)C=C1 (5-methoxy-3-(1-methylethoxy)benzo[b]thiophene-2-carboxylic acid), C(C)OC(CC=1N=C(SC1)N)=O (ethyl-2-amino-4-thiazoleacetate). The product is COC1=CC2=C(SC(=C2OC(C)C)C(=O)NC=2SC=C(N2)CC(=O)OCC)C=C1 (Ethyl 2-[[[5-methoxy-3-(1-methylethoxy)benzo[b]thien-2-yl]carbonyl]amino]-4-thiazoleacetate). Yield: 72.4%. As a reaction SMILES: [CH3:1][O:2][C:3]1[CH:18]=[CH:17][C:6]2[S:7][C:8]([C:14]([OH:16])=O)=[C:9]([O:10][CH:11]([CH3:13])[CH3:12])[C:5]=2[CH:4]=1.[CH2:19]([O:21][C:22](=[O:30])[CH2:23][C:24]1[N:25]=[C:26]([NH2:29])[S:27][CH:28]=1)[CH3:20]>>[CH3:1][O:2][C:3]1[CH:18]=[CH:17][C:6]2[S:7][C:8]([C:14]([NH:29][C:26]3[S:27][CH:28]=[C:24]([CH2:23][C:22]([O:21][CH2:19][CH3:20])=[O:30])[N:25]=3)=[O:16])=[C:9]([O:10][CH:11]([CH3:12])[CH3:13])[C:5]=2[CH:4]=1. Procedure details: Following a procedure analogous to Example 2, 5-methoxy-3-(1-methylethoxy)benzo[b]thiophene-2-carboxylic acid (1.033 g, 3.88 mmol) and ethyl-2-amino-4-thiazoleacetate (709 mg, 4.37 mmol) gives 1.22 g (73%) of product; mp 91°-92° C. Reactants: CCOC(=O)c1cnc(Nc2ccc(N3CCOCC3)cc2)cc1NCc1cc(F)cc(F)c1, CO, [Na+], [OH-], O. Product: O=C(O)c1cnc(Nc2ccc(N3CCOCC3)cc2)cc1NCc1cc(F)cc(F)c1. As a reaction SMILES: [CH2:1]([CH3:2])[O:3][C:4](=[O:5])[c:6]1[cH:7][n:8][c:9]([NH:22][c:23]2[cH:24][cH:25][c:26]([N:29]3[CH2:30][CH2:31][O:32][CH2:33][CH2:34]3)[cH:27][cH:28]2)[cH:10][c:11]1[NH:12][CH2:13][c:14]1[cH:15][c:16]([F:21])[cH:17][c:18]([F:20])[cH:19]1.[CH3:35][OH:36].[Na+:38].[OH-:37].[OH2:39]>>[O:3]=[C:4]([OH:5])[c:6]1[cH:7][n:8][c:9]([NH:22][c:23]2[cH:24][cH:25][c:26]([N:29]3[CH2:30][CH2:31][O:32][CH2:33][CH2:34]3)[cH:27][cH:28]2)[cH:10][c:11]1[NH:12][CH2:13][c:14]1[cH:15][c:16]([F:21])[cH:17][c:18]([F:20])[cH:19]1. Procedure: In analogy to the procedure described for the synthesis of 5-Chloro-2-[(3SR,4SR)-3-(3,4-difluoro-phenyl)-piperidin-4-ylmethoxy]-pyridine; hydrochloride the title compound was prepared from (3SR,4 SR)-4-(5-Chloro-pyridin-2-yloxymethyl)-3-phenyl-piperidine-1-carboxylic acid tert-butyl ester as off-white foam. MS (m/e): 303.3 [(M+H)+]. Starting materials: Cl (hydrochloride), C(C)(C)(C)OC(=O)N1CC(C(CC1)COC1=NC=C(C=C1)Cl)C1=CC=CC=C1 ((3SR,4 SR)-4-(5-Chloro-pyridin-2-yloxymethyl)-3-phenyl-piperidine-1-carboxylic acid tert-butyl ester), ClC=1C=CC(=NC1)OCC1C(CNCC1)C1=CC(=C(C=C1)F)F (5-Chloro-2-[(3SR,4SR)-3-(3,4-difluoro-phenyl)-piperidin-4-ylmethoxy]-pyridine). Yields the product Cl.ClC=1C=CC(=NC1)OC[C@@H]1[C@H](CNCC1)C1=CC=CC=C1 (5-Chloro-2-((3S,45)-3-phenyl-piperidin-4-ylmethoxy)-pyridine, hydrochloride). RXN SMILES: [Cl:1]C1C=CC(OCC2CCNCC2C2C=CC(F)=C(F)C=2)=NC=1.Cl.C(OC([N:32]1[CH2:37][CH2:36][CH:35]([CH2:38][O:39][C:40]2[CH:45]=[CH:44][C:43]([Cl:46])=[CH:42][N:41]=2)[CH:34]([C:47]2[CH:52]=[CH:51][CH:50]=[CH:49][CH:48]=2)[CH2:33]1)=O)(C)(C)C>>[ClH:1].[Cl:46][C:43]1[CH:44]=[CH:45][C:40]([O:39][CH2:38][C@H:35]2[CH2:36][CH2:37][NH:32][CH2:33][C@@H:34]2[C:47]2[CH:48]=[CH:49][CH:50]=[CH:51][CH:52]=2)=[N:41][CH:42]=1 |f:3.4|.